This data is from the Open Reaction Database (ORD), a public repository of structured organic reaction records. The task is: describe an organic reaction: reactants, conditions, products, and yield The reactants are CS(C)=O, CCN(C(C)C)C(C)C, O=C(Cl)C(=O)Cl, ClCCl, OCC=Cc1ccc(-c2nnc(CSCCOc3ccccc3)o2)cc1. The product is O=CC=Cc1ccc(-c2nnc(CSCCOc3ccccc3)o2)cc1. Reaction SMILES: [CH3:7][S:8]([CH3:9])=[O:10].[CH:37]([N:38]([CH2:39][CH3:40])[CH:41]([CH3:42])[CH3:43])([CH3:44])[CH3:45].[Cl:1][C:2]([C:3]([Cl:4])=[O:5])=[O:6].[Cl:46][CH2:47][Cl:48].[O:11]([c:12]1[cH:13][cH:14][cH:15][cH:16][cH:17]1)[CH2:18][CH2:19][S:20][CH2:21][c:22]1[n:23][n:24][c:25](-[c:27]2[cH:28][cH:29][c:30]([CH:33]=[CH:34][CH2:35][OH:36])[cH:31][cH:32]2)[o:26]1>>[O:11]([c:12]1[cH:13][cH:14][cH:15][cH:16][cH:17]1)[CH2:18][CH2:19][S:20][CH2:21][c:22]1[n:23][n:24][c:25](-[c:27]2[cH:28][cH:29][c:30]([CH:33]=[CH:34][CH:35]=[O:36])[cH:31][cH:32]2)[o:26]1. Starting materials: Br (hydrogen bromide), solution, CC(=O)C1=CC[C@@H]2[C@@]1(CC[C@H]3[C@H]2CC=C4[C@@]3(CC[C@@H](C4)O)C)C (16-dehydropregnenolone), BrC1(C(NC(NC1=O)=O)=O)Br (5,5-dibromobarbituric acid). Solvent: O1CCCC1 (tetrahydrofuran), C(Cl)Cl (methylene chloride). Yields the product BrCC(C1=CC[C@H]2[C@@H]3CC=C4C[C@H](CC[C@]4(C)[C@H]3CC[C@]12C)O)=O (21-bromo-3β-hydroxypregna-5,16-dien-20-one). The yield is 104.4%. RXN SMILES: [CH3:1][C:2]([C:4]1[C@@:8]2([CH3:23])[CH2:9][CH2:10][C@@H:11]3[C@@:16]4([CH3:22])[CH2:17][CH2:18][C@H:19]([OH:21])[CH2:20][C:15]4=[CH:14][CH2:13][C@H:12]3[C@@H:7]2[CH2:6][CH:5]=1)=[O:3].[Br:24]C1(Br)C(=O)NC(=O)NC1=O.Br>O1CCCC1.C(Cl)Cl>[Br:24][CH2:1][C:2](=[O:3])[C:4]1[C@:8]2([CH3:23])[C@H:7]([C@H:12]3[C@H:11]([CH2:10][CH2:9]2)[C@:16]2([CH3:22])[C:15]([CH2:20][C@@H:19]([OH:21])[CH2:18][CH2:17]2)=[CH:14][CH2:13]3)[CH2:6][CH:5]=1. Reported procedure: Dissolve 16-dehydropregnenolone (5.00 g, 15.90 mmol) and 5,5-dibromobarbituric acid (4.55 g, 15.90 mmol) in tetrahydrofuran (60 mL). Add concentrated aqueous hydrogen bromide (100 μL of a 48% solution) to the stirring solution and heat the reaction at reflux for 1 hour. Cool slightly and then concentrate under vacuum to produce a brown oily foam. Dissolve the residue in methylene chloride (350 mL), rinse with 50% saturated sodium bicarbonate (2×200 mL), brine (125 mL), dry over anhydrous magnesi... The reactants are [OH-].[Na+] (sodium hydroxide), C(C)(=O)C=1C=C2C(CCC(C2=CC1)(C)C)(C)C (6-acetyl-1,2,3,4-tetrahydro-1,1,4,4-tetramethylnaphthalene), 4-tolylaldehyde. Run in CO (methanol). Run at time 8 hour. Yields the product CC1(C=2C=CC(=CC2C(CC1)(C)C)C(C=CC1=CC=C(C=C1)C)=O)C (1-(5,6,7,8-tetrahydro-5,5,8,8-tetramethyl-2-naphthalenyl)-3-(4-tolyl)-prop-2-en-1-one). Yield: 191.4%. As a reaction SMILES: [OH-].[Na+].[C:3]([C:6]1[CH:7]=[C:8]2[C:13](=[CH:14][CH:15]=1)[C:12]([CH3:17])([CH3:16])[CH2:11][CH2:10][C:9]2([CH3:19])[CH3:18])(=[O:5])[CH3:4]>CO>[CH3:16][C:12]1([CH3:17])[CH2:11][CH2:10][C:9]([CH3:19])([CH3:18])[C:8]2[CH:7]=[C:6]([C:3](=[O:5])[CH:4]=[CH:3][C:6]3[CH:7]=[CH:8][C:13]([CH3:12])=[CH:14][CH:15]=3)[CH:15]=[CH:14][C:13]1=2 |f:0.1|. Procedure: 10 g of 50% strength sodium hydroxide solution were added dropwise to a solution of 50 g (0.22 mole) of 6-acetyl-1,2,3,4-tetrahydro-1,1,4,4-tetramethylnaphthalene and 26.1 g (0.22 mole) of 4-tolylaldehyde in 250 ml of methanol. The mixture was stirred overnight, after which it was poured onto ice/water and left to stand for several hours. The precipitated crystals were filtered off under suction and dried to give 70 g of 1-(5,6,7,8-tetrahydro-5,5,8,8-tetramethyl-2-naphthalenyl)-3-(4-tolyl)-prop-...